Dataset: the Open Reaction Database (ORD), a public repository of structured organic reaction records. Task: describe an organic reaction: reactants, conditions, products, and yield The reactants are BrCCCCC(=O)OCC (ethyl 5-bromopentanoate), C1(=CC=CC=C1)C=1N=C(NC1C1=CC=CC=C1)S (4,5-diphenyl-2-imidazolethiol), C([O-])(O)=O.[Na+] (sodium bicarbonate). Solvent: CN(C=O)C (N,N-dimethylformamide), CN(C=O)C (N,N-dimethylformamide). Product: C(C)OC(CCCCSC=1NC(=C(N1)C1=CC=CC=C1)C1=CC=CC=C1)=O (5-(4,5-diphenyl-1H-imidazol-2-ylthio)pentanoic acid ethyl ester). The yield is 68.0%. Reaction SMILES: [C:1]1([C:7]2[N:8]=[C:9]([SH:18])[NH:10][C:11]=2[C:12]2[CH:17]=[CH:16][CH:15]=[CH:14][CH:13]=2)[CH:6]=[CH:5][CH:4]=[CH:3][CH:2]=1.Br[CH2:20][CH2:21][CH2:22][CH2:23][C:24]([O:26][CH2:27][CH3:28])=[O:25].C(=O)(O)[O-].[Na+]>CN(C)C=O>[CH2:27]([O:26][C:24](=[O:25])[CH2:23][CH2:22][CH2:21][CH2:20][S:18][C:9]1[NH:8][C:7]([C:1]2[CH:2]=[CH:3][CH:4]=[CH:5][CH:6]=2)=[C:11]([C:12]2[CH:13]=[CH:14][CH:15]=[CH:16][CH:17]=2)[N:10]=1)[CH3:28] |f:2.3|. Reported procedure: Part A. To a solution of 4,5-diphenyl-2-imidazolethiol (25.2 g, 0.1 mol) in N,N-dimethylformamide (250 mL) was added, dropwise, a solution of ethyl 5-bromopentanoate (23.73 mL, 31.35 g, 0.15 mol) in N,N-dimethylformamide (80 mL), and the reaction mixture was stirred at reflux under nitrogen for 18 hours. The reaction mixture was cooled, poured into 5% sodium bicarbonate and ice, and then extracted with ethyl acetate. The combined organic extracts were washed sequentially with 5% sodium bicarbona...